This data is from the Open Reaction Database (ORD), a public repository of structured organic reaction records. The task is: describe an organic reaction: reactants, conditions, products, and yield Reactants: O=C1O[C@H](CN1C1=CC(=C(C=C1)C1CCNCC1)F)CNC(C)=O ((S)-(−)-N-[[2-Oxo-3-[4-(4-piperidinyl)-3-fluorophenyl]-5-oxazolidinyl]methyl]acetamide), N1=CC=CC=C1 (pyridine), CS(=O)(=O)Cl (methanesulfonyl chloride). Run in C(Cl)Cl (methylene chloride), C(Cl)Cl (methylene chloride). Conditions: temperature 0 celsius, time 16 hour. The product is CS(=O)(=O)N1CCC(CC1)C1=C(C=C(C=C1)N1C(O[C@H](C1)CNC(C)=O)=O)F ((S)-(−)-N-[[3-[4-[1-(Methylsulfonyl)-4-piperidinyl]-3-fluorophenyl]-2-oxo-5-oxazolidinyl]methyl]acetamide). As a reaction SMILES: [O:1]=[C:2]1[N:6]([C:7]2[CH:12]=[CH:11][C:10]([CH:13]3[CH2:18][CH2:17][NH:16][CH2:15][CH2:14]3)=[C:9]([F:19])[CH:8]=2)[CH2:5][C@H:4]([CH2:20][NH:21][C:22](=[O:24])[CH3:23])[O:3]1.N1C=CC=CC=1.[CH3:31][S:32](Cl)(=[O:34])=[O:33]>C(Cl)Cl>[CH3:31][S:32]([N:16]1[CH2:15][CH2:14][CH:13]([C:10]2[CH:11]=[CH:12][C:7]([N:6]3[CH2:5][C@H:4]([CH2:20][NH:21][C:22](=[O:24])[CH3:23])[O:3][C:2]3=[O:1])=[CH:8][C:9]=2[F:19])[CH2:18][CH2:17]1)(=[O:34])=[O:33]. Procedure: A solution of (S)-(−)-N-[[2-oxo-3-[4-(4-piperidinyl)-3-fluorophenyl]-5-oxazolidinyl]methyl]acetamide (EXAMPLE 20, 125 mg) and pyridine (60 μL) in dry methylene chloride (1.9 mL) at 0° C. is treated with methanesulfonyl chloride (32 μL), and the resulting mixture was stirred at 0° C. for one hour and at ambient temperature for 16 hours. The reaction mixture is then diluted with methylene chloride (30 μL), washed with water (10 mL) and saline (10 mL), dried over anhydrous sodium sulfate and concen... Reactants: Cc1ccccc1, O=[Ca], S=P12SP3(=S)SP(=S)(S1)SP(=S)(S2)S3, O=C1CCC2(N1)C1CCC(CC1)C2c1ccccc1. The product is S=C1CCC2(N1)C1CCC(CC1)C2c1ccccc1. Reaction SMILES: [CH3:36][c:37]1[cH:38][cH:39][cH:40][cH:41][cH:42]1.[O:34]=[Ca:35].[P:20]12(=[S:21])[S:22][P:23]3(=[S:33])[S:24][P:25](=[S:31])([S:26][P:27](=[S:30])([S:28]3)[S:29]1)[S:32]2.[c:1]1([CH:7]2[C:8]3([CH:9]4[CH2:10][CH2:11][CH:12]2[CH2:13][CH2:14]4)[NH:15][C:16](=[O:19])[CH2:17][CH2:18]3)[cH:2][cH:3][cH:4][cH:5][cH:6]1>>[c:1]1([CH:7]2[C:8]3([CH:9]4[CH2:10][CH2:11][CH:12]2[CH2:13][CH2:14]4)[NH:15][C:16](=[S:21])[CH2:17][CH2:18]3)[cH:2][cH:3][cH:4][cH:5][cH:6]1. The reactants are COC=1C=C2C=C(C=NC2=CC1)C(=O)OCC (6-methoxy-3-ethoxycarbonylquinoline), aqueous solution, [OH-].[Na+] (NaOH). Run in CCO (EtOH). Run at time 8 hour. The product is COC=1C=C2C=C(C=NC2=CC1)C(=O)O (6-methoxy-3-carboxyquinoline). RXN SMILES: [CH3:1][O:2][C:3]1[CH:4]=[C:5]2[C:10](=[CH:11][CH:12]=1)[N:9]=[CH:8][C:7]([C:13]([O:15]CC)=[O:14])=[CH:6]2.[OH-].[Na+]>CCO>[CH3:1][O:2][C:3]1[CH:4]=[C:5]2[C:10](=[CH:11][CH:12]=1)[N:9]=[CH:8][C:7]([C:13]([OH:15])=[O:14])=[CH:6]2 |f:1.2|. Reported procedure: To a stirred solution of 6-methoxy-3-ethoxycarbonylquinoline (Step D, 6 g, 0.026 mol) in EtOH (65 mL) was added at RT a 2N aqueous solution of NaOH (26 mL, 0.052 mol). The reaction mixture was stirred at RT overnight. After concentration under vacuum, the mixture was acidified with 1N HCl and the resulting solid was filtered off, washed with water and dried over P2O5 to give 6-methoxy-3-carboxyquinoline. Starting materials: FC1=CC=C(C=C1)SC (4-fluorothioanisole), [Cl-].[Al+3].[Cl-].[Cl-] (aluminium chloride), 24h, Cl (hydrochloric acid), CC(=O)OCC1=C2C=CC=CC2=C(C3=CC=CC=C31)COC(=O)C (acetic). Solvent: C(=S)=S (carbon disulphide), O (water). Yields the product FC=1C=CC(=C(C1)C(C)=O)SC (1-[5-Fluoro-2-(methylthio)phenyl]ethanone). Yield: 58.0%. RXN SMILES: [F:1][C:2]1[CH:7]=[CH:6][C:5]([S:8][CH3:9])=[CH:4][CH:3]=1.[Cl-].[Al+3].[Cl-].[Cl-].[CH3:14][C:15](OCC1C2C(=CC=CC=2)C(COC(C)=O)=C2C=1C=CC=C2)=[O:16].Cl>O.C(=S)=S>[F:1][C:2]1[CH:3]=[CH:4][C:5]([S:8][CH3:9])=[C:6]([C:15](=[O:16])[CH3:14])[CH:7]=1 |f:1.2.3.4|. Procedure details: A mixture of 4-fluorothioanisole (19c) (4 g, 28.13 mmol), anhydrous aluminium chloride (8.40 g, 63.02 mmol) and carbon disulphide (89 ml) was heated at reflux under argon atmosphere, and acetic arhydride (2.65 ml, 28.07 mmol) was added dropwise in 2 h. After refluxing for 24h, the solution was poured into crushed ice, water (62.48 ml) and concentrated hydrochloric acid (2.68 ml). The organic phase was separated and water extracted with dichloromethane (3×30 ml), the organic layers were washed wi... Reactants: [H-].[Na+] (sodium hydride), C(#N)C(CCC(=O)OC)(CCC(=O)OC)C1=CC(=C(C=C1)OC)OC(F)F (dimethyl 4-cyano-4-(3-difluoromethoxy-4-methoxyphenyl)pimelate). The solvent is COCCOC (1,2-dimethoxyethane), COCCOC (1,2-dimethoxyethane). Reaction conditions: time 8 hour. Yields the product C(=O)(OC)C1C(CCC(C1)(C1=CC(=C(C=C1)OC)OC(F)F)C#N)=O (2-Carbomethoxy-4-cyan-4-(3-difluoromethoxy-4-methoxyphenyl)cyclohexan-1-one). Reaction SMILES: [H-].[Na+].[C:3]([C:5]([C:18]1[CH:23]=[CH:22][C:21]([O:24][CH3:25])=[C:20]([O:26][CH:27]([F:29])[F:28])[CH:19]=1)([CH2:12][CH2:13][C:14]([O:16][CH3:17])=[O:15])[CH2:6][CH2:7][C:8]([O:10]C)=O)#[N:4]>COCCOC>[C:14]([CH:13]1[CH2:12][C:5]([C:3]#[N:4])([C:18]2[CH:23]=[CH:22][C:21]([O:24][CH3:25])=[C:20]([O:26][CH:27]([F:29])[F:28])[CH:19]=2)[CH2:6][CH2:7][C:8]1=[O:10])([O:16][CH3:17])=[O:15] |f:0.1|. Reported procedure: To a suspension of sodium hydride (95%, 0.33 g, 13.2 mmol) in dry 1,2-dimethoxyethane (70 mL) under an argon atmosphere was added a solution of dimethyl 4-cyano-4-(3-difluoromethoxy-4-methoxyphenyl)pimelate (1.7 g, 4.4 mmol) in dry 1,2-dimethoxyethane (70 mL). The resulting mixture was refluxed for 5 h, cooled to room temperature, stirred overnight and quenched with water. The mixture was partitioned between ethyl acetate and acidic water, extracted three times with ethyl acetate, the organic la... The reactants are CC(=O)O, CCOC(C)=O, [H][H], CCC(CC)C(N=[N+]=[N-])C(=O)O, O. As a reaction SMILES: [CH3:13][C:14](=[O:15])[OH:16].[CH3:20][CH2:21][O:22][C:23](=[O:24])[CH3:25].[H:18][H:19].[N:1](=[N+:2]=[N-:3])[CH:4]([C:5](=[O:6])[OH:7])[CH:8]([CH2:9][CH3:10])[CH2:11][CH3:12].[OH2:17]>>[NH2:1][CH:4]([C:5](=[O:6])[OH:7])[CH:8]([CH2:9][CH3:10])[CH2:11][CH3:12]. Yields the product CCC(CC)C(N)C(=O)O.